This data is from the Open Reaction Database (ORD), a public repository of structured organic reaction records. The task is: describe an organic reaction: reactants, conditions, products, and yield The reactants are ClC=1C=C(COC2=CC=C(C=C2)[C@@H]2OC=3C(=CC=4C[C@H](N(CC4C3)[C@@H](CC)C3=CC=CC=C3)C(=O)O)OC2)C=CC1Cl ((3S,8S)-3-[4-(3,4-dichloro-benzyloxy)-phenyl]-7-((S)-1-phenyl-propyl)-2,3,6,7,8,9-hexahydro-[1,4]dioxino[2,3-g]isoquinoline-8-carboxylic acid), Cl.Cl.COC([C@H](CC1=CC=C(C=C1)C1=C(C(=NC=C1)C)C)N)=O ((S)-2-amino-3-[4-(2,3-dimethyl-pyridin-4-yl)-phenyl]-propionic acid methyl ester dihydrochloride). Yields the product ClC=1C=C(COC2=CC=C(C=C2)[C@@H]2OC=3C(=CC=4C[C@H](N(CC4C3)[C@@H](CC)C3=CC=CC=C3)C(=O)N[C@H](C(=O)O)CC3=CC=C(C=C3)C3=C(C(=NC=C3)C)C)OC2)C=CC1Cl ((S)-2-{[(3S,8S)-3-[4-(3,4-Dichloro-benzyloxy)-phenyl]-7-((S)-1-phenyl-propyl)-2,3,6,7,8,9-hexahydro-[1,4]dioxino[2,3-g]isoquinoline-8-carbonyl]-amino}-3-[4-(2,3-dimethyl-pyridin-4-yl)-phenyl]-propionic acid). Reaction SMILES: [Cl:1][C:2]1[CH:3]=[C:4]([CH:39]=[CH:40][C:41]=1[Cl:42])[CH2:5][O:6][C:7]1[CH:12]=[CH:11][C:10]([C@H:13]2[CH2:38][O:37][C:16]3=[CH:17][C:18]4[CH2:19][C@@H:20]([C:34](O)=[O:35])[N:21]([C@H:25]([C:28]5[CH:33]=[CH:32][CH:31]=[CH:30][CH:29]=5)[CH2:26][CH3:27])[CH2:22][C:23]=4[CH:24]=[C:15]3[O:14]2)=[CH:9][CH:8]=1.Cl.Cl.C[O:46][C:47](=[O:65])[C@@H:48]([NH2:64])[CH2:49][C:50]1[CH:55]=[CH:54][C:53]([C:56]2[CH:61]=[CH:60][N:59]=[C:58]([CH3:62])[C:57]=2[CH3:63])=[CH:52][CH:51]=1>>[Cl:1][C:2]1[CH:3]=[C:4]([CH:39]=[CH:40][C:41]=1[Cl:42])[CH2:5][O:6][C:7]1[CH:8]=[CH:9][C:10]([C@H:13]2[CH2:38][O:37][C:16]3=[CH:17][C:18]4[CH2:19][C@@H:20]([C:34]([NH:64][C@@H:48]([CH2:49][C:50]5[CH:55]=[CH:54][C:53]([C:56]6[CH:61]=[CH:60][N:59]=[C:58]([CH3:62])[C:57]=6[CH3:63])=[CH:52][CH:51]=5)[C:47]([OH:46])=[O:65])=[O:35])[N:21]([C@H:25]([C:28]5[CH:33]=[CH:32][CH:31]=[CH:30][CH:29]=5)[CH2:26][CH3:27])[CH2:22][C:23]=4[CH:24]=[C:15]3[O:14]2)=[CH:11][CH:12]=1 |f:1.2.3|. Procedure details: The title compound (110 mg) was prepared from (3S,8S)-3-[4-(3,4-dichloro-benzyloxy)-phenyl]-7-((S)-1-phenyl-propyl)-2,3,6,7,8,9-hexahydro-[1,4]dioxino[2,3-g]isoquinoline-8-carboxylic acid and (S)-2-amino-3-[4-(2,3-dimethyl-pyridin-4-yl)-phenyl]-propionic acid methyl ester dihydrochloride according to General Procedures L and B. LCMS (m/z): 857. 1H NMR (400 MHz, acetone-d6): 8.18 (d, 1H), 7.86 (d, 1H), 7.59 (d, 1H), 7.49 (d, 1H), 7.36 (dd, 1H), 7.23-7.18 (m, 4H), 7.15 (m, 1H), 7.11-7.07 (m, 4H), ... Reactants: ClC1=C2C=CC=C(C2=CC=C1)S(=O)(=O)Cl (5-Chloro-1-naphthalenesulfonyl chloride), C1(CCCCC1)N (cyclohexylamine), ClC1=C2C=CC(=CC2=CC=C1)S(=O)(=O)Cl (5-chloro-2-naphthalenesulfonyl chloride), C1(CCCCC1)N (Cyclohexylamine), C(C)(C)N(CC)C(C)C (diisopropyl ethylamine). Solvent: C(Cl)(Cl)Cl (chloroform), C(Cl)(Cl)Cl (chloroform). Reaction conditions: time 8 hour. Product: C1(CCCCC1)NS(=O)(=O)C1=CC2=CC=CC(=C2C=C1)Cl (N-Cyclohexyl-5-chloro-2-naphthalenesulfonamide), yellow solid. Yield: 75.0%. Reaction SMILES: [CH:1]1([NH2:7])[CH2:6][CH2:5][CH2:4][CH2:3][CH2:2]1.[Cl:8][C:9]1[CH:18]=[CH:17][CH:16]=[C:15]2[C:10]=1[CH:11]=[CH:12][C:13]([S:19](Cl)(=[O:21])=[O:20])=[CH:14]2.C(N(C(C)C)CC)(C)C.ClC1C=CC=C2C=1C=CC=C2S(Cl)(=O)=O>C(Cl)(Cl)Cl>[CH:1]1([NH:7][S:19]([C:13]2[CH:12]=[CH:11][C:10]3[C:15](=[CH:16][CH:17]=[CH:18][C:9]=3[Cl:8])[CH:14]=2)(=[O:20])=[O:21])[CH2:6][CH2:5][CH2:4][CH2:3][CH2:2]1. Procedure details: The title compound was prepared from the coupling of cyclohexylamine and 5-chloro-2-naphthalenesulfonyl chloride. Cyclohexylamine (1.0 g, 3.8 mmol) and diisopropyl ethylamine (1.35 ml, 7.7 mmol) were dissolved in 30 ml chloroform. 5-Chloro-1-naphthalenesulfonyl chloride (0.88 m., 7.7 mmol) in 20 ml chloroform was added dropwise to the solution. After stirring overnight, the CHCl3 solution was washed with saturated sodium bicarbonate solution and brine. Drying over magnesium sulfate and evaporati...